From a dataset of the Open Reaction Database (ORD), a public repository of structured organic reaction records. describe an organic reaction: reactants, conditions, products, and yield Starting materials: S(=O)(=O)(O)/C=1/C(=O)OC(\C1)=O (Sulfomaleic anhydride), C(CCCCCCCCCCC)O (n-dodecanol), [OH-].[Na+] (sodium hydroxide). Run in O (water). Conditions: temperature 100 celsius. Product: C(CCCCCCCCCCC)OC(C(=O)[O-])(CC(=O)[O-])S(=O)(=O)O.[Na+].[Na+].[Na+] (Trisodium α-Dodecyloxy- -Sulfosuccinate). Isolated yield 64.2%. RXN SMILES: [S:1]([C:5]1[C:6]([O:8][C:9](=[O:11])[CH:10]=1)=[O:7])([OH:4])(=[O:3])=[O:2].[CH2:12]([OH:24])[CH2:13][CH2:14][CH2:15][CH2:16][CH2:17][CH2:18][CH2:19][CH2:20][CH2:21][CH2:22][CH3:23].[OH-:25].[Na+:26]>O>[CH2:12]([O:24][C:5]([S:1]([OH:4])(=[O:3])=[O:2])([CH2:10][C:9]([O-:8])=[O:11])[C:6]([O-:25])=[O:7])[CH2:13][CH2:14][CH2:15][CH2:16][CH2:17][CH2:18][CH2:19][CH2:20][CH2:21][CH2:22][CH3:23].[Na+:26].[Na+:26].[Na+:26] |f:2.3,5.6.7.8|. Procedure details: Sulfomaleic anhydride (10 gm) is mixed with 80 gm (0.45 mole) of n-dodecanol and heated at 100°C for 14 hours. A solution of 7.04 gm of sodium hydroxide in 50 ml water is then added and the mixture heated at 60°C for 2 hours. The heated mixture is then extracted three times with 300 cc portions of acetone (at reflux) and the acetone insoluble fraction is then filtered, washed with additional acetone and dried to give 16.2 gm of the title compound (structure confirmed by NMR and ion exchange of a...